The task is: describe an organic reaction: reactants, conditions, products, and yield. This data is from the Open Reaction Database (ORD), a public repository of structured organic reaction records. The reactants are C([O-])([O-])=O.[K+].[K+] (potassium carbonate), OO (hydrogen peroxide), C(C1=CC=CC=C1)NC(C[C@@H]1CC[C@H](N1C(=O)OC(C)(C)C)C(=O)OC(C)(C)C)C#N (di-tert-butyl (2S,5S)-5-(2-benzylamino-2-cyanoethyl)pyrrolidine-1,2-dicarboxylate). Run in O (water), CS(=O)C (dimethyl sulfoxide). Run at time 14 hour. Product: C(C1=CC=CC=C1)NC(C[C@@H]1CC[C@H](N1C(=O)OC(C)(C)C)C(=O)OC(C)(C)C)C(N)=O (di-tert-butyl (2S,5S)-5-(2-benzylamino-2-carbamoylethyl)pyrrolidine-1,2-dicarboxylate). RXN SMILES: [CH2:1]([NH:8][CH:9]([C:30]#[N:31])[CH2:10][C@H:11]1[N:15]([C:16]([O:18][C:19]([CH3:22])([CH3:21])[CH3:20])=[O:17])[C@H:14]([C:23]([O:25][C:26]([CH3:29])([CH3:28])[CH3:27])=[O:24])[CH2:13][CH2:12]1)[C:2]1[CH:7]=[CH:6][CH:5]=[CH:4][CH:3]=1.C(=O)([O-])[O-:33].[K+].[K+].OO>CS(C)=O.O>[CH2:1]([NH:8][CH:9]([C:30](=[O:33])[NH2:31])[CH2:10][C@H:11]1[N:15]([C:16]([O:18][C:19]([CH3:20])([CH3:21])[CH3:22])=[O:17])[C@H:14]([C:23]([O:25][C:26]([CH3:29])([CH3:28])[CH3:27])=[O:24])[CH2:13][CH2:12]1)[C:2]1[CH:3]=[CH:4][CH:5]=[CH:6][CH:7]=1 |f:1.2.3|. Procedure details: 2.6 g of di-tert-butyl (2S,5S)-5-(2-benzylamino-2-cyanoethyl)pyrrolidine-1,2-dicarboxylate were dissolved in 6.5 ml of dimethyl sulfoxide. 373 mg of finely ground potassium carbonate and 1.08 ml of a 30% strength hydrogen peroxide solution were added thereto. The mixture was stirred at room temperature for 14 h and was then heated at 35° C. for 30 min. The solution was diluted with 60 ml of water and extracted 3 times with 100 ml of ethyl acetate each time. The combined organic phases were washe... The reactants are ClC1=NC(=C2N=CN(C2=N1)C1CCCC1)Cl (2,6-dichloro-9-cyclopentylpurine), C(CCCCCCCCCCC)N (n-dodecylamine). Run in C(C)N(CC)CC (triethylamine). Yields the product ClC1=NC(=C2N=CN(C2=N1)C1CCCC1)NCCCCCCCCCCCC (2-Chloro-6-(dodecylamino)-9-cyclopentylpurine). Reaction SMILES: [Cl:1][C:2]1[N:10]=[C:9]2[C:5]([N:6]=[CH:7][N:8]2[CH:11]2[CH2:15][CH2:14][CH2:13][CH2:12]2)=[C:4](Cl)[N:3]=1.[CH2:17]([NH2:29])[CH2:18][CH2:19][CH2:20][CH2:21][CH2:22][CH2:23][CH2:24][CH2:25][CH2:26][CH2:27][CH3:28]>C(N(CC)CC)C>[Cl:1][C:2]1[N:10]=[C:9]2[C:5]([N:6]=[CH:7][N:8]2[CH:11]2[CH2:15][CH2:14][CH2:13][CH2:12]2)=[C:4]([NH:29][CH2:17][CH2:18][CH2:19][CH2:20][CH2:21][CH2:22][CH2:23][CH2:24][CH2:25][CH2:26][CH2:27][CH3:28])[N:3]=1. Procedure: 2-Chloro-6-(dodecylamino)-9-cyclopentylpurine is prepared from 2,6-dichloro-9-cyclopentylpurine, n-dodecylamine, and triethylamine essentially as described above in Example 1, Scheme A, step b. The reactants are [N+](=O)([O-])C1=CC=C(C=C1)N1CCC(CC1)C(=O)OC (methyl 1-(4-nitrophenyl)-4-piperidinecarboxy-late), O (H2O), NN (NH2NH2). Solvent: C(C)O (ethanol), C(C)O (ethanol). Yields the product [N+](=O)([O-])C1=CC=C(C=C1)N1CCC(CC1)C(=O)NN (1-(4-nitrophenyl)-4-piperidinecarbohydrazide). Yield: 84.0%. Reaction SMILES: [N+:1]([C:4]1[CH:9]=[CH:8][C:7]([N:10]2[CH2:15][CH2:14][CH:13]([C:16]([O:18]C)=O)[CH2:12][CH2:11]2)=[CH:6][CH:5]=1)([O-:3])=[O:2].O.[NH2:21][NH2:22]>C(O)C>[N+:1]([C:4]1[CH:9]=[CH:8][C:7]([N:10]2[CH2:15][CH2:14][CH:13]([C:16]([NH:21][NH2:22])=[O:18])[CH2:12][CH2:11]2)=[CH:6][CH:5]=1)([O-:3])=[O:2]. Procedure: To a stirred solution of 4-fluoro nitrobenzene (1a, 3.1 g, 22 mmol) and methyl 4-piperidine carboxylate (2, 3.15 g, 22 mmol) in DMF solvent and K2CO3 (7.6 g, 55 mmol) as base and heated at 80° C. for 10 h, after completion of the reaction, reaction is poured into ice water and extracted into ethyl acetate finally purification by column chromatography to afford pure compound methyl 1-(4-nitrophenyl)-4-piperidinecarboxy-late (3a, 4.93 g, 85%). To a stirred solution of ester (3a, 4.75 g, 18 mmol) i... Reactants: CS(=O)(=O)OC1CN(C1)C1=C(C(=O)OC)C=C(C=N1)C(F)(F)F (methyl 2-(3-((methylsulfonyl)oxy)azetidin-1-yl)-5-(trifluoromethyl)nicotinate), OC1=NC(=CC=C1)C(F)(F)F (2-Hydroxy-6-(trifluoromethyl)pyridine). Yields the product FC(C=1C=NC(=C(C(=O)OC)C1)N1CC(C1)OC1=NC(=CC=C1)C(F)(F)F)(F)F (methyl 5-(trifluoromethyl)-2-(3-((6-(trifluoromethyl)pyridin-2-yl)oxy)azetidin-1-yl)nicotinate). Reaction SMILES: CS([O:5][CH:6]1[CH2:9][N:8]([C:10]2[N:19]=[CH:18][C:17]([C:20]([F:23])([F:22])[F:21])=[CH:16][C:11]=2[C:12]([O:14][CH3:15])=[O:13])[CH2:7]1)(=O)=O.O[C:25]1[CH:30]=[CH:29][CH:28]=[C:27]([C:31]([F:34])([F:33])[F:32])[N:26]=1>>[F:21][C:20]([F:23])([F:22])[C:17]1[CH:18]=[N:19][C:10]([N:8]2[CH2:9][CH:6]([O:5][C:25]3[CH:30]=[CH:29][CH:28]=[C:27]([C:31]([F:34])([F:33])[F:32])[N:26]=3)[CH2:7]2)=[C:11]([CH:16]=1)[C:12]([O:14][CH3:15])=[O:13]. Procedure: The title compound (D89) (25 mg) was prepared according to the experimental procedure described in Description 88 starting from methyl 2-(3-((methylsulfonyl)oxy)azetidin-1-yl)-5-(trifluoromethyl)nicotinate (D68) (120 mg, 0.34 mmol) and 2-Hydroxy-6-(trifluoromethyl)pyridine (55.12 mg, 0.34 mmol, commercially available from Fluorochem#032990). Starting materials: ClC1=CC2=C(C(=N1)C(C#C)O)C(=NN2C(C2=CC=CC=C2)(C2=CC=CC=C2)C2=CC=CC=C2)OC (1-(6-chloro-3-methoxy-1-trityl-1H-pyrazolo[4,3-c]pyridin-4-yl)prop-2-yn-1-ol), S(=S)(=O)([O-])[O-].[Na+].[Na+] (sodium thiosulfate), C([O-])(O)=O.[Na+] (sodium bicarbonate), CC(=O)OI1(C2=CC=CC=C2C(=O)O1)(OC(=O)C)OC(=O)C (Dess-MartinPeriodinane). Solvent: C(Cl)Cl (DCM). Run at time 2 hour. Product: ClC1=CC2=C(C(=N1)C(C#C)=O)C(=NN2C(C2=CC=CC=C2)(C2=CC=CC=C2)C2=CC=CC=C2)OC (1-(6-chloro-3-methoxy-1-trityl-1H-pyrazolo[4,3-c]pyridin-4-yl)prop-2-yn-1-one). The yield is 53.6%. As a reaction SMILES: [Cl:1][C:2]1[N:7]=[C:6]([CH:8]([OH:11])[C:9]#[CH:10])[C:5]2[C:12]([O:34][CH3:35])=[N:13][N:14]([C:15]([C:28]3[CH:33]=[CH:32][CH:31]=[CH:30][CH:29]=3)([C:22]3[CH:27]=[CH:26][CH:25]=[CH:24][CH:23]=3)[C:16]3[CH:21]=[CH:20][CH:19]=[CH:18][CH:17]=3)[C:4]=2[CH:3]=1.CC(OI1(OC(C)=O)(OC(C)=O)OC(=O)C2C1=CC=CC=2)=O.S([O-])([O-])(=O)=S.[Na+].[Na+].C(=O)(O)[O-].[Na+]>C(Cl)Cl>[Cl:1][C:2]1[N:7]=[C:6]([C:8](=[O:11])[C:9]#[CH:10])[C:5]2[C:12]([O:34][CH3:35])=[N:13][N:14]([C:15]([C:28]3[CH:29]=[CH:30][CH:31]=[CH:32][CH:33]=3)([C:22]3[CH:23]=[CH:24][CH:25]=[CH:26][CH:27]=3)[C:16]3[CH:21]=[CH:20][CH:19]=[CH:18][CH:17]=3)[C:4]=2[CH:3]=1 |f:2.3.4,5.6|. Reported procedure: 1-(6-chloro-3-methoxy-1-trityl-1H-pyrazolo[4,3-c]pyridin-4-yl)prop-2-yn-1-ol (257 mg, 0.535 mmol) was dissolved in DCM (5 ml) charged with Dess-MartinPeriodinane (341 mg, 0.803 mmol) and allowed to stir for 2 h at rt. The reaction was charged with 5 mL 1N sodium thiosulfate and 5 mL saturated sodium bicarbonate and allowed to stir for 15 minutes. The organic layer was separated and the solvents were concentrated in vacuo. Purification on silica gel, 10-50% EtOAc/hexanes gave 1-(6-chloro-3-methox... The yield is 99.8%. Conditions: time 20 minute. Yields the product C1(=CC=CC=C1)CCCCC1=C(OCC2OC2)C=CC=C1 (2-[2-(4-Phenylbutyl)phenoxymethyl]oxirane). Reported procedure: 7.84 g of potassium t-butoxide were added at room temperature to a solution of 15.81 g of 2-(4-phenylbutyl)phenol (prepared as described in Preparation 3) in 350 ml of dimethylacetamide, and the resulting mixture was stirred at the same temperature for 20 minutes, after which 11.46 ml of epibromohydrin were added to it. The mixture was then stirred at room temperature overnight, after which the reaction mixture was partitioned between water and ethyl acetate. The organic layer was then washed wi... RXN SMILES: C[C:2]([CH3:5])([O-:4])[CH3:3].[K+].[C:7]1([CH2:13][CH2:14][CH2:15][CH2:16][C:17]2[CH:22]=[CH:21][CH:20]=[CH:19][C:18]=2[OH:23])[CH:12]=[CH:11][CH:10]=[CH:9][CH:8]=1.C(C1OC1)Br>CC(N(C)C)=O>[C:7]1([CH2:13][CH2:14][CH2:15][CH2:16][C:17]2[CH:22]=[CH:21][CH:20]=[CH:19][C:18]=2[O:23][CH2:3][CH:2]2[CH2:5][O:4]2)[CH:8]=[CH:9][CH:10]=[CH:11][CH:12]=1 |f:0.1|. The solvent is CC(=O)N(C)C (dimethylacetamide). Starting materials: CC(C)([O-])C.[K+] (potassium t-butoxide), C1(=CC=CC=C1)CCCCC1=C(C=CC=C1)O (2-(4-phenylbutyl)phenol), C(Br)C1CO1 (epibromohydrin). Starting materials: CN(C1=C(C=CC=C1)CC(=O)O)C (2-dimethylaminophenylacetic acid), Cl.C1(=CC=CC=C1)C1(CC[C@H]([C@H]2CNC[C@@H]12)O)C1=CC=CC=C1 ((3aR,4R,7aR)-7,7-diphenyl-4-perhydroisoindolol hydrochloride). Yields the product CN(C1=C(C=CC=C1)CC(=O)N1C[C@H]2C(CC[C@H]([C@H]2C1)O)(C1=CC=CC=C1)C1=CC=CC=C1)C ((3aR,4R,7aR)-2-[(2dimethylaminophenyl)acetyl]-7,7-diphenyl-4-perhydroisoindolol). Isolated yield 31.8%. RXN SMILES: [CH3:1][N:2]([CH3:13])[C:3]1[CH:8]=[CH:7][CH:6]=[CH:5][C:4]=1[CH2:9][C:10]([OH:12])=O.Cl.[C:15]1([C:21]2([C:31]3[CH:36]=[CH:35][CH:34]=[CH:33][CH:32]=3)[C@H:29]3[C@H:25]([CH2:26][NH:27][CH2:28]3)[C@H:24]([OH:30])[CH2:23][CH2:22]2)[CH:20]=[CH:19][CH:18]=[CH:17][CH:16]=1>>[CH3:13][N:2]([CH3:1])[C:3]1[CH:8]=[CH:7][CH:6]=[CH:5][C:4]=1[CH2:9][C:10]([N:27]1[CH2:26][C@H:25]2[C@H:29]([C:21]([C:31]3[CH:36]=[CH:35][CH:34]=[CH:33][CH:32]=3)([C:15]3[CH:20]=[CH:19][CH:18]=[CH:17][CH:16]=3)[CH2:22][CH2:23][C@H:24]2[OH:30])[CH2:28]1)=[O:12] |f:1.2|. Procedure: By carrying out the procedure according to that described in the Example of use 9, using 0.26 g of 2-dimethylaminophenylacetic acid and 0.50 g of (3aR,4R,7aR)-7,7-diphenyl-4-perhydroisoindolol hydrochloride, 0.21 g of (3aR,4R,7aR)-2-[(2dimethylaminophenyl)acetyl]-7,7-diphenyl-4-perhydroisoindolol is obtained in the form of a white solid; melting point 204° C., [α]20D =-212° (c =0.5, methanol). Reactants: N(=[N+]=[N-])CC1=CSC=2NC(=NS(C21)(=O)=O)C=2C(N(C1=CC=CC=C1C2O)CC2=CC=CC=C2)=O (3-[7-(azidomethyl)-1,1-dioxido-4H-thieno[2,3-e][1,2,4]thiadiazin-3-yl]-1-benzyl-4-hydroxyquinolin-2(1H)-one), C1(=CC=CC=C1)P(C1=CC=CC=C1)C1=CC=CC=C1 (triphenylphosphine). The solvent is N1=CC=CC=C1 (pyridine), [OH-].[NH4+] (ammonium hydroxide). Run at time 8 hour. The product is NCC1=CSC=2NC(=NS(C21)(=O)=O)C=2C(N(C1=CC=CC=C1C2O)CC2=CC=CC=C2)=O (3-[7-(aminomethyl)-1,1-dioxido-4H-thieno[2,3-e][1,2,4]thiadiazin-3-yl]-1-benzyl-4-hydroxyquinolin-2(1H)-one). Yield: 77.1%. Reaction SMILES: [N:1]([CH2:4][C:5]1[C:13]2[S:12](=[O:15])(=[O:14])[N:11]=[C:10]([C:16]3[C:17](=[O:34])[N:18]([CH2:27][C:28]4[CH:33]=[CH:32][CH:31]=[CH:30][CH:29]=4)[C:19]4[C:24]([C:25]=3[OH:26])=[CH:23][CH:22]=[CH:21][CH:20]=4)[NH:9][C:8]=2[S:7][CH:6]=1)=[N+]=[N-].C1(P(C2C=CC=CC=2)C2C=CC=CC=2)C=CC=CC=1>N1C=CC=CC=1.[OH-].[NH4+]>[NH2:1][CH2:4][C:5]1[C:13]2[S:12](=[O:15])(=[O:14])[N:11]=[C:10]([C:16]3[C:17](=[O:34])[N:18]([CH2:27][C:28]4[CH:33]=[CH:32][CH:31]=[CH:30][CH:29]=4)[C:19]4[C:24]([C:25]=3[OH:26])=[CH:23][CH:22]=[CH:21][CH:20]=4)[NH:9][C:8]=2[S:7][CH:6]=1 |f:3.4|. Procedure: To the solution of the product of Example 344 (136.2 mg, 0.28 mmol) in pyridine (1.68 mL) and concentrated ammonium hydroxide (1.12 mL) was added triphenylphosphine (145 mg, 0.55 mmol) at room temperature. The solution was stirred at room temperature overnight and concentrated in vacuo. The residue was diluted with toluene and the solid was filtered to give the title compound as a light brown solid (100.78 mg, 78%). MS (ESI+) m/z 467 (M+H)+. 1H NMR (300 MHz, DMSO-d6) δ 4.10 (s, 2 H) 5.41 (br s, ... Reactants: CCOC(C)=O, COC(=O)c1ccc(-c2cc(OC)ccc2F)c(C2C=CCC2C)c1. Product: COC(=O)c1ccc(-c2cc(OC)ccc2F)c(C2CCCC2C)c1. RXN SMILES: [CH3:26][CH2:27][O:28][C:29]([CH3:30])=[O:31].[F:1][c:2]1[c:3](-[c:10]2[c:11]([CH:20]3[CH:21]=[CH:22][CH2:23][CH:24]3[CH3:25])[cH:12][c:13]([C:16](=[O:17])[O:18][CH3:19])[cH:14][cH:15]2)[cH:4][c:5]([O:8][CH3:9])[cH:6][cH:7]1>>[F:1][c:2]1[c:3](-[c:10]2[c:11]([CH:20]3[CH2:21][CH2:22][CH2:23][CH:24]3[CH3:25])[cH:12][c:13]([C:16](=[O:17])[O:18][CH3:19])[cH:14][cH:15]2)[cH:4][c:5]([O:8][CH3:9])[cH:6][cH:7]1. Starting materials: O=C([O-])[O-], CCCCN, CCCCCC, CS(C)=O, [K+], [K+], O, ClCCCOc1ccc2ccccc2c1, c1ccccc1. Product: CCCCNCCCOc1ccc2ccccc2c1. RXN SMILES: [C:1](=[O:2])([O-:3])[O-:4].[CH2:7]([CH2:8][CH2:9][CH3:10])[NH2:11].[CH3:27][CH2:28][CH2:29][CH2:30][CH2:31][CH3:32].[CH3:39][S:40]([CH3:41])=[O:42].[K+:5].[K+:6].[OH2:43].[cH:12]1[c:13]([O:22][CH2:23][CH2:24][CH2:25][Cl:26])[cH:14][cH:15][c:16]2[cH:17][cH:18][cH:19][cH:20][c:21]12.[cH:33]1[cH:34][cH:35][cH:36][cH:37][cH:38]1>>[CH2:7]([CH2:8][CH2:9][CH3:10])[NH:11][CH2:25][CH2:24][CH2:23][O:22][c:13]1[cH:12][c:21]2[c:16]([cH:15][cH:14]1)[cH:17][cH:18][cH:19][cH:20]2.